Dataset: the Open Reaction Database (ORD), a public repository of structured organic reaction records. Task: describe an organic reaction: reactants, conditions, products, and yield Starting materials: C(C)(C)(C)OC([C@H](C(C)C)NS(=O)(=O)C1=CC=C(C=C1)C1=CC=C(C=C1)NC(=O)C=1OC2=C(N1)C(=CC=C2)C)=O ((S)-3-methyl-2-{4′-[(4-methyl-benzooxazole-2-carbonyl)-amino]-biphenyl-4-sulfonylamino}-butyric acid tert-butyl ester), C(=O)(C(F)(F)F)O.C(Cl)Cl (TFA CH2Cl2). Reaction conditions: time 3 hour. Product: CC([C@@H](C(=O)O)NS(=O)(=O)C1=CC=C(C=C1)C1=CC=C(C=C1)NC(=O)C=1OC2=C(N1)C(=CC=C2)C)C ((S)-3-methyl-2-{4′-[(4-methyl-benzooxazole-2-carbonyl)-amino]-biphenyl-4-sulfonylamino}-butyric acid). Isolated yield 115.2%. Reaction SMILES: C([O:5][C:6](=[O:40])[C@@H:7]([NH:11][S:12]([C:15]1[CH:20]=[CH:19][C:18]([C:21]2[CH:26]=[CH:25][C:24]([NH:27][C:28]([C:30]3[O:31][C:32]4[CH:38]=[CH:37][CH:36]=[C:35]([CH3:39])[C:33]=4[N:34]=3)=[O:29])=[CH:23][CH:22]=2)=[CH:17][CH:16]=1)(=[O:14])=[O:13])[CH:8]([CH3:10])[CH3:9])(C)(C)C.C(O)(C(F)(F)F)=O.C(Cl)Cl>>[CH3:9][CH:8]([CH3:10])[C@H:7]([NH:11][S:12]([C:15]1[CH:16]=[CH:17][C:18]([C:21]2[CH:22]=[CH:23][C:24]([NH:27][C:28]([C:30]3[O:31][C:32]4[CH:38]=[CH:37][CH:36]=[C:35]([CH3:39])[C:33]=4[N:34]=3)=[O:29])=[CH:25][CH:26]=2)=[CH:19][CH:20]=1)(=[O:14])=[O:13])[C:6]([OH:40])=[O:5] |f:1.2|. Reported procedure: To (S)-3-methyl-2-{4′-[(4-methyl-benzooxazole-2-carbonyl)-amino]-biphenyl-4-sulfonylamino}-butyric acid tert-butyl ester (135 mg) was added 4 mL of TFA/CH2Cl2 (1:1). The solution was stirred at room temperature for 3 h. The solvents were removed under vacuum and the residue was triturated with ether. Filtration gave 140 mg of (S)-3-methyl-2-{4′-[(4-methyl-benzooxazole-2-carbonyl)-amino]-biphenyl-4-sulfonylamino}-butyric acid as white solid. 1H NMR (400 MHz, DMSO-d6) δ ppm 0.8 (dd, J=12.4, 6.8 Hz... The reactants are NC1=CC=C2CCC(NC2=C1)=O (7-amino-3,4-dihydrocarbostyril), Br.BrCCNCCBr (bis(β-bromoethyl)amine hydrobromide), C([O-])([O-])=O.[Na+].[Na+] (sodium carbonate). Run in CO (methanol). Reaction conditions: time 8 hour. The product is Br.N1(CCNCC1)C1=CC=C2CCC(NC2=C1)=O (7-(1-piperazinyl)-3,4-dihydrocarbostyril hydrobromide). The yield is 33.9%. Reaction SMILES: [NH2:1][C:2]1[CH:11]=[C:10]2[C:5]([CH2:6][CH2:7][C:8](=[O:12])[NH:9]2)=[CH:4][CH:3]=1.Br.[Br:14][CH2:15][CH2:16][NH:17][CH2:18][CH2:19]Br.C(=O)([O-])[O-].[Na+].[Na+]>CO>[BrH:14].[N:1]1([C:2]2[CH:11]=[C:10]3[C:5]([CH2:6][CH2:7][C:8](=[O:12])[NH:9]3)=[CH:4][CH:3]=2)[CH2:19][CH2:18][NH:17][CH2:16][CH2:15]1 |f:1.2,3.4.5,7.8|. Procedure details: A mixture of 23 g of 7-amino-3,4-dihydrocarbostyril, 48 g of bis(β-bromoethyl)amine hydrobromide and 200 ml of methanol was refluxed with stirring for 8 hours. After cooling to room temperature, 7.52 g of sodium carbonate was added to the mixture followed by refluxing while stirring for additional 8 hours. After distilling off methanol under reduced pressure, isopropanol was added to the residue. After cooling, crystals which precipitated were collected by filtration and recrystallized from etha... Reactants: ice, [K+].C1(C=2C(C(N1CCS(=O)(=O)[O-])=O)=CC=CC2)=O (2-Phthalimidoethanesulphonic acid potassium salt), P(Cl)(Cl)(Cl)(Cl)Cl (phosphorus pentachloride), P(Cl)(Cl)(Cl)(Cl)Cl (phosphorus pentachloride). Solvent: C1(=CC=CC=C1)C (toluene). Yields the product C1(C=2C(C(N1CCS(=O)(=O)Cl)=O)=CC=CC2)=O (2-Phthalimidoethanesulphonyl chloride). Yield: 79.3%. Reaction SMILES: [K+].[C:2]1(=[O:18])[N:6]([CH2:7][CH2:8][S:9]([O-])(=[O:11])=[O:10])[C:5](=[O:13])[C:4]2=[CH:14][CH:15]=[CH:16][CH:17]=[C:3]12.P(Cl)(Cl)(Cl)(Cl)[Cl:20]>C1(C)C=CC=CC=1>[C:2]1(=[O:18])[N:6]([CH2:7][CH2:8][S:9]([Cl:20])(=[O:11])=[O:10])[C:5](=[O:13])[C:4]2=[CH:14][CH:15]=[CH:16][CH:17]=[C:3]12 |f:0.1|. Reported procedure: 60 g of the compound obtained in step A in 300 ml of toluene are heated to reflux for 1 hour in the presence of 30.7 g of phosphorus pentachloride. 30.7 g of phosphorus pentachloride are added again and refluxing is maintained for 90 minutes. 280 g of ice are added to the reaction medium, the mixture is stirred, and the insoluble matter is filtered off and then washed with ice-cold water. The residue is dried over P2O5 and then recrystallized in dichloroethane to obtain 32 g of the expected prod... Reactants: ClC(C(C(C(C(C)(C)C)=O)N1N=CN=C1)O)(Cl)Cl (1,1,1-trichloro-2-hydroxy-3-(1,2,4-triazol-1-yl)-5,5-dimethyl-hexan-4-one), S(=O)(Cl)Cl (thionyl chloride). Reaction conditions: temperature 60 celsius. Product: ClC(C(C(C(C(C)(C)C)=O)N1N=CN=C1)Cl)(Cl)Cl (1,1,1,2-tetrachloro-3-(1,2,4-triazol-1-yl)-5,5-dimethyl-hexan-4-one). Isolated yield 98.0%. As a reaction SMILES: [Cl:1][C:2]([Cl:18])([Cl:17])[CH:3](O)[CH:4]([N:11]1[CH:15]=[N:14][CH:13]=[N:12]1)[C:5](=[O:10])[C:6]([CH3:9])([CH3:8])[CH3:7].S(Cl)([Cl:21])=O>>[Cl:1][C:2]([Cl:18])([Cl:17])[CH:3]([Cl:21])[CH:4]([N:11]1[CH:15]=[N:14][CH:13]=[N:12]1)[C:5](=[O:10])[C:6]([CH3:9])([CH3:8])[CH3:7]. Procedure details: 393.3 g (1.25 mol) of 1,1,1-trichloro-2-hydroxy-3-(1,2,4-triazol-1-yl)-5,5-dimethyl-hexan-4-one were introduced into 750 ml of thionyl chloride, while stirring, and the mixture was heated to 60° C. for 36 hours. Thereafter, the excess thionyl chloride was distilled off in vacuo. The residue was taken up in 1.5 liters of methylene chloride and the methylene chloride mixture was washed with 10% strength sodium bicarbonate solution until neutral, dried over sodium sulphate and concentrated by disti... Starting materials: NC1CC2=CN(N=C2CC1)C=1SC(=C(N1)C)C(=O)OCC (ethyl 2-(5-amino-4,5,6,7-tetrahydro-2H-indazol-2-yl)-4-methyl-1,3-thiazole-5-carboxylate), ON1N=NC2=C1C=CC=C2 (1-hydroxybenzotriazole), CN1CCOCC1 (N-methylmorpholine), ClC=1N=C(NC1CC)C(=O)O (4-chloro-5-ethyl-1H-imidazole-2-carboxylic acid), CCN=C=NCCCN(C)C.Cl (WSC hydrochloride). Product: ClC=1N=C(NC1CC)C(=O)NC1CC2=CN(N=C2CC1)C=1SC(=C(N1)C)C(=O)OCC (Ethyl 2-(5-{[(4-chloro-5-ethyl-1H-imidazol-2-yl)carbonyl]amino}-4,5,6,7-tetrahydro-2H-indazol-2-yl)-4-methyl-1,3-thiazole-5-carboxylate). Yield: 75.1%. RXN SMILES: [NH2:1][CH:2]1[CH2:10][CH2:9][C:8]2[C:4](=[CH:5][N:6]([C:11]3[S:12][C:13]([C:17]([O:19][CH2:20][CH3:21])=[O:18])=[C:14]([CH3:16])[N:15]=3)[N:7]=2)[CH2:3]1.[Cl:22][C:23]1[N:24]=[C:25]([C:30](O)=[O:31])[NH:26][C:27]=1[CH2:28][CH3:29].CCN=C=NCCCN(C)C.Cl.ON1C2C=CC=CC=2N=N1.CN1CCOCC1>>[Cl:22][C:23]1[N:24]=[C:25]([C:30]([NH:1][CH:2]2[CH2:10][CH2:9][C:8]3[C:4](=[CH:5][N:6]([C:11]4[S:12][C:13]([C:17]([O:19][CH2:20][CH3:21])=[O:18])=[C:14]([CH3:16])[N:15]=4)[N:7]=3)[CH2:3]2)=[O:31])[NH:26][C:27]=1[CH2:28][CH3:29] |f:2.3|. Procedure details: The same operation as in Example (217c) was performed using ethyl 2-(5-amino-4,5,6,7-tetrahydro-2H-indazol-2-yl)-4-methyl-1,3-thiazole-5-carboxylate obtained in Example (243a) (127 mg, 0.42 mmol), 4-chloro-5-ethyl-1H-imidazole-2-carboxylic acid obtained in Example (1d) (72 mg, 0.42 mmol), WSC hydrochloride (239 mg, 1.25 mmol), 1-hydroxybenzotriazole (56 mg, 0.42 mmol) and N-methylmorpholine (0.09 mL, 0.83 mmol), to obtain 146 mg of the title compound as a pale yellow solid (76%). The reactants are ClCCl, CN(C)CC(=O)O, CO, ClC(Cl)Cl, [Cl-], CN1CC[NH+](C)C1Cl, Cl, Nc1cc2ccccc2c(=O)[nH]1, c1ccncc1. The product is CN(C)CC(=O)c1c(N)[nH]c(=O)c2ccccc12. Reaction SMILES: [CH2:36]([Cl:37])[Cl:38].[CH3:14][N:15]([CH2:16][C:17](=[O:18])[OH:19])[CH3:20].[CH3:39][OH:40].[CH:41]([Cl:42])([Cl:43])[Cl:44].[Cl-:27].[Cl:28][CH:29]1[N:30]([CH3:31])[CH2:32][CH2:33][NH+:34]1[CH3:35].[ClH:13].[NH2:1][c:2]1[nH:3][c:4](=[O:12])[c:5]2[cH:6][cH:7][cH:8][cH:9][c:10]2[cH:11]1.[cH:21]1[cH:22][cH:23][n:24][cH:25][cH:26]1>>[NH2:1][c:2]1[nH:3][c:4](=[O:12])[c:5]2[cH:6][cH:7][cH:8][cH:9][c:10]2[c:11]1[C:17]([CH2:16][N:15]([CH3:14])[CH3:20])=[O:18]. Reactants: CC(C)(C)[O-].[K+] (potassium tert-butylate), ClCC(=O)NC(CCO)(C(F)(F)F)C1=C(C=CC=C1)F (2-chloro-N-[1-(2-fluoro-phenyl)-3-hydroxy-1-trifluoromethyl-propyl]-acetamide). The solvent is CC(C)(C)O (t-BuOH), C1CCOC1 (THF). Yields the product FC1=C(C=CC=C1)C1(NC(COCC1)=O)C(F)(F)F (5-(2-Fluoro-phenyl)-5-trifluoromethyl-[1,4]oxazepan-3-one). The yield is 76.1%. Reaction SMILES: CC([O-])(C)C.[K+].Cl[CH2:8][C:9]([NH:11][C:12]([C:20]1[CH:25]=[CH:24][CH:23]=[CH:22][C:21]=1[F:26])([C:16]([F:19])([F:18])[F:17])[CH2:13][CH2:14][OH:15])=[O:10]>CC(O)(C)C.C1COCC1>[F:26][C:21]1[CH:22]=[CH:23][CH:24]=[CH:25][C:20]=1[C:12]1([C:16]([F:19])([F:18])[F:17])[CH2:13][CH2:14][O:15][CH2:8][C:9](=[O:10])[NH:11]1 |f:0.1|. Procedure details: To a refluxing solution of potassium tert-butylate (1.31 g, 11.29 mmol) in 43 ml t-BuOH was added dropwise a solution of 2-chloro-N-[1-(2-fluoro-phenyl)-3-hydroxy-1-trifluoromethyl-propyl]-acetamide (1.77 g, 5.64 mmol) in 35 ml THF over a period of 60 minutes. The reaction mixture was cooled down and quenched with 1N HCl. EtOAc was added and the organic layer was washed with brine, dried with MgSO4.H2O and evaporated. The crude product was purified on a silica gel column by eluting with hexane/E... Reactants: NC1CCC(CC1)C(=O)O (4-aminocyclohexane-carboxylic acid), Cl.CO (HCl methanol). Product: Cl.NC1CCC(CC1)C(=O)OC (methyl 4-aminocyclohexanecarboxylate hydrochloride). Reaction SMILES: [NH2:1][CH:2]1[CH2:7][CH2:6][CH:5]([C:8]([OH:10])=[O:9])[CH2:4][CH2:3]1.[ClH:11].[CH3:12]O>>[ClH:11].[NH2:1][CH:2]1[CH2:7][CH2:6][CH:5]([C:8]([O:10][CH3:12])=[O:9])[CH2:4][CH2:3]1 |f:1.2,3.4|. Procedure: To 5.109 g (35.680 mM) of 4-aminocyclohexane-carboxylic acid was added 50 ml of 10% HCl/methanol and the mixture was refluxed overnight. The solvent was then distilled off under reduced pressure and the residue was crystallized from methanol-diethyl ether to provide the title compound.